From a dataset of the Open Reaction Database (ORD), a public repository of structured organic reaction records. describe an organic reaction: reactants, conditions, products, and yield Starting materials: [Cl-].N[N+]1=C(N(C(=C1)CO)N)C (1,3-diamino-4-(hydroxymethyl)-2-methylimidazolium chloride), CN(C1=CC=C(C=O)C=C1)C (4-dimethylaminobenzaldehyde). Solvent: C(C)(=O)O (acetic acid). Product: [Cl-].CN(C1=CC=C(C=N[N+]2=C(N(C(=C2)CO)N=CC2=CC=C(C=C2)N(C)C)C)C=C1)C (1,3-bis[[p-(dimethylamino)benzylidene]amino]-4-(hydroxymethyl)-2-methylimidazolium chloride). As a reaction SMILES: [Cl-:1].[NH2:2][N+:3]1[CH:7]=[C:6]([CH2:8][OH:9])[N:5]([NH2:10])[C:4]=1[CH3:11].[CH3:12][N:13]([CH3:22])[C:14]1[CH:21]=[CH:20][C:17]([CH:18]=O)=[CH:16][CH:15]=1>C(O)(=O)C>[Cl-:1].[CH3:12][N:13]([CH3:22])[C:14]1[CH:21]=[CH:20][C:17]([CH:18]=[N:2][N+:3]2[CH:7]=[C:6]([CH2:8][OH:9])[N:5]([N:10]=[CH:18][C:17]3[CH:20]=[CH:21][C:14]([N:13]([CH3:22])[CH3:12])=[CH:15][CH:16]=3)[C:4]=2[CH3:11])=[CH:16][CH:15]=1 |f:0.1,4.5|. Procedure: 0.89 g (5 mmol) of 1,3-diamino-4-(hydroxymethyl)-2-methylimidazolium chloride and 1.49 g (10 mmol) of 4-dimethylaminobenzaldehyde are dissolved in 20 ml of glacial acetic acid. After 22 hours the precipitated product is filtered off and recrystallized from ethanol. There is obtained 1,3-bis[[p-(dimethylamino)benzylidene]amino]-4-(hydroxymethyl)-2-methylimidazolium chloride of melting point 237° (dec.). Reactants: [Br-], FC(F)=C(F)CCBr, CC(C)(C)[O-], CCCC[N+](CCCC)(CCCC)CCCC, [K+], N#CCC#N, O. Yields the product N#CC(C#N)CCC(F)=C(F)F. Reaction SMILES: [Br-:20].[Br:6][CH2:7][CH2:8][C:9](=[C:10]([F:11])[F:12])[F:13].[CH3:14][C:15]([CH3:16])([O-:17])[CH3:18].[CH3:21][CH2:22][CH2:23][CH2:24][N+:25]([CH2:26][CH2:27][CH2:28][CH3:29])([CH2:30][CH2:31][CH2:32][CH3:33])[CH2:34][CH2:35][CH2:36][CH3:37].[K+:19].[N:1]#[C:2][CH2:3][C:4]#[N:5].[OH2:38]>>[N:1]#[C:2][CH:3]([C:4]#[N:5])[CH2:7][CH2:8][C:9](=[C:10]([F:11])[F:12])[F:13].